describe an organic reaction: reactants, conditions, products, and yield From a dataset of the Open Reaction Database (ORD), a public repository of structured organic reaction records. Product: CC(Nc1nc(Nc2cc(C3CC3)[nH]n2)c(F)cc1C(=O)O)c1ccc(F)cc1. RXN SMILES: [CH3:32][CH2:33][OH:34].[CH:1]1([c:4]2[cH:5][c:6]([NH:9][c:10]3[n:11][c:12]([NH:20][CH:21]([CH3:22])[c:23]4[cH:24][cH:25][c:26]([F:29])[cH:27][cH:28]4)[c:13]([C:14](=[O:15])[NH2:16])[cH:17][c:18]3[F:19])[n:7][nH:8]2)[CH2:2][CH2:3]1.[K+:31].[OH-:30]>>[CH:1]1([c:4]2[cH:5][c:6]([NH:9][c:10]3[n:11][c:12]([NH:20][CH:21]([CH3:22])[c:23]4[cH:24][cH:25][c:26]([F:29])[cH:27][cH:28]4)[c:13]([C:14]([OH:15])=[O:30])[cH:17][c:18]3[F:19])[n:7][nH:8]2)[CH2:2][CH2:3]1. Starting materials: CCO, CC(Nc1nc(Nc2cc(C3CC3)[nH]n2)c(F)cc1C(N)=O)c1ccc(F)cc1, [K+], [OH-]. Starting materials: O=O (oxygen), C(C)(C)NC(C)C (diisopropylamine), C(C)OC(=O)C1(CC1)[C@@H]1CC(N(C1)[C@@H](C)C1=CC=CC=C1)=O (4-(S)-(1-ethoxycarbonylcyclopropyl)-1-[1-(S)-phenylethyl]-2-pyrrolidone), [Cl-].[NH4+] (ammonium chloride), C(CCC)[Li] (n-butyl lithium). Run in O1CCCC1 (tetrahydrofuran), O1CCCC1 (tetrahydrofuran), CCCCCC (n-hexane). Conditions: temperature -78 celsius, time 20 minute. Product: C(C)OC(=O)C1(CC1)[C@@H]1[C@H](C(N(C1)[C@@H](C)C1=CC=CC=C1)=O)O (4-(S)-(1-Ethoxycarbonylcyclopropyl)-3-(R)-hydroxy-1-[1-(S)-phenylethyl]-2-pyrrolidone). Yield: 73.0%. RXN SMILES: C(NC(C)C)(C)C.C([Li])CCC.[CH2:13]([O:15][C:16]([C:18]1([C@H:21]2[CH2:25][N:24]([C@H:26]([C:28]3[CH:33]=[CH:32][CH:31]=[CH:30][CH:29]=3)[CH3:27])[C:23](=[O:34])[CH2:22]2)[CH2:20][CH2:19]1)=[O:17])[CH3:14].[O:35]=O.[Cl-].[NH4+]>O1CCCC1.CCCCCC>[CH2:13]([O:15][C:16]([C:18]1([C@H:21]2[CH2:25][N:24]([C@H:26]([C:28]3[CH:29]=[CH:30][CH:31]=[CH:32][CH:33]=3)[CH3:27])[C:23](=[O:34])[C@@H:22]2[OH:35])[CH2:19][CH2:20]1)=[O:17])[CH3:14] |f:4.5|. Procedure details: Under a nitrogen atmosphere, diisopropylamine (3.93 ml, 28.0 mmol) was dissolved in anhydrous tetrahydrofuran (200 ml) to which, after cooling to −78° C., was subsequently added dropwise an n-hexane solution of 1.69 M n-butyl lithium (15.9 ml, 26.9 mmol) over a period of 10 minutes. After 20 minutes of stirring at 0° C. and subsequent cooling to −78° C., to the resulting reaction solution was added dropwise anhydrous tetrahydrofuran solution (40 ml) of 4-(S)-(1-ethoxycarbonylcyclopropyl)-1-[1-(S... Reactants: CO (methanol), Cl (hydrochloric acid), Cl.C(C)NC(=N)NC(=N)NCCCCCCCCCCCC (N1-ethyl-N5-dodecyl-biguanide hydrochloride), CC(=O)C (acetone). Product: C(C)(=O)O.C(C)NC1=NC(N=C(N1)NCCCCCCCCCCCC)(C)C (2-Ethylamino-3,6-dihydro-6,6-dimethyl-4-dodecylamino-1,3,5-triazine acetate). Reaction SMILES: C[OH:2].Cl.Cl.[CH2:5]([NH:7][C:8]([NH:10][C:11]([NH:13][CH2:14][CH2:15][CH2:16][CH2:17][CH2:18][CH2:19][CH2:20][CH2:21][CH2:22][CH2:23][CH2:24][CH3:25])=[NH:12])=[NH:9])[CH3:6].[CH3:26][C:27]([CH3:29])=[O:28]>>[C:27]([OH:2])(=[O:28])[CH3:29].[CH2:5]([NH:7][C:8]1[NH:10][C:11]([NH:13][CH2:14][CH2:15][CH2:16][CH2:17][CH2:18][CH2:19][CH2:20][CH2:21][CH2:22][CH2:23][CH2:24][CH3:25])=[N:12][C:27]([CH3:29])([CH3:26])[N:9]=1)[CH3:6] |f:2.3,5.6|. Procedure: 100 ml of methanol, 80ml of acetone and 2.6 ml of concentrated hydrochloric acid were added to 8.0 g (24.0 mmol) of N1-ethyl-N5-dodecyl-biguanide hydrochloride, and the mixture was refluxed for 64 hours. The solvent was distilled off under reduced pressure. To the residue were added 100 ml of ethanol, 60 ml of water and 12.0 ml of 5N sodium hydroxide, and the mixture was refluxed for 1 hour, concentrated under reduced pressure, and extracted with ethyl acetate. The extract was washed successivel... The reagents and catalysts are CCOC1C=CC2=CC=CC=C2N1C(=O)OCC (EEDQ), CCN(C(C)C)C(C)C (DIPEA). Conditions: temperature 25 celsius, time 2 hour. The product is CSc1ccc(NC(=O)c2cc(F)ccc2C)cc1. The solvent is CN(C)C=O (DMF), CN(C)C=O (DMF), CN(C)C=O (DMF), CN(C)C=O (DMF), CN(C)C=O (DMF), CN(C)C=O (DMF). Starting materials: Cc1ccc(F)cc1C(=O)O, CSc1ccc(N)cc1. The yield is 34.4%. Reaction SMILES: CSc1ccc(N)cc1.Cc1ccc(F)cc1C(=O)O.CCOC1C=CC2=CC=CC=C2N1C(=O)OCC.CCN(C(C)C)C(C)C.CN(C)C=O>>CSc1ccc(NC(=O)c2cc(F)ccc2C)cc1. Starting materials: C(C)(=O)O[C@@H]1[C@H]([C@H](OC(CC(=O)OC)CC(=O)OC)O[C@@H]([C@H]1OC(C)=O)COC(C)=O)NC(=O)OCC(Cl)(Cl)Cl (2-Methoxycarbonyl-1-(methoxycarbonylmethyl)ethyl 3,4,6-tri-O-acetyl-2-deoxy-2-(2,2,2-trichloroethoxycarbonylamino)-β-D-glucopyranoside), C(CCCCCCCCCCCCC)(=O)O (tetradecanoic acid). Product: C(C)(=O)O[C@@H]1[C@H]([C@H](OC(CC(=O)OC)CC(=O)OC)O[C@@H]([C@H]1OC(C)=O)COC(C)=O)NC(CCCCCCCCCCCCC)=O (2-Methoxycarbonyl-1(methoxycarbonylmethyl)ethyl 3,4,6-Tri-O-acetyl-2-deoxy-2-tetradecanoylamino-β-D-glucopyranoside). Reaction SMILES: [C:1]([O:4][C@H:5]1[C@H:22]([O:23][C:24](=[O:26])[CH3:25])[C@@H:21]([CH2:27][O:28][C:29](=[O:31])[CH3:30])[O:20][C@@H:7]([O:8][CH:9]([CH2:15][C:16]([O:18][CH3:19])=[O:17])[CH2:10][C:11]([O:13][CH3:14])=[O:12])[C@@H:6]1[NH:32][C:33]([O:35]CC(Cl)(Cl)Cl)=O)(=[O:3])[CH3:2].[C:41](O)(=O)[CH2:42][CH2:43][CH2:44][CH2:45][CH2:46][CH2:47][CH2:48][CH2:49][CH2:50][CH2:51][CH2:52][CH2:53]C>>[C:1]([O:4][C@H:5]1[C@H:22]([O:23][C:24](=[O:26])[CH3:25])[C@@H:21]([CH2:27][O:28][C:29](=[O:31])[CH3:30])[O:20][C@@H:7]([O:8][CH:9]([CH2:15][C:16]([O:18][CH3:19])=[O:17])[CH2:10][C:11]([O:13][CH3:14])=[O:12])[C@@H:6]1[NH:32][C:33](=[O:35])[CH2:53][CH2:52][CH2:51][CH2:50][CH2:49][CH2:48][CH2:47][CH2:46][CH2:45][CH2:44][CH2:43][CH2:42][CH3:41])(=[O:3])[CH3:2]. Reported procedure: 2-Methoxycarbonyl-1-(methoxycarbonylmethyl)ethyl 3,4,6-tri-O-acetyl-2-deoxy-2-(2,2,2-trichloroethoxycarbonylamino)-β-D-glucopyranoside was reacted with tetradecanoic acid in the same manner as in Example 8, Step 1 to obtain the titled compound as a white waxy solid. Reactants: CCOC(=O)CBr, CC(C)(C)c1cc(C=C2Sc3ccccc3NC2=O)cc(C(C)(C)C)c1O, [Li]CCCC, CCCCCC, [Cl-], [NH4+], C1CCOC1. The product is CCOC(=O)CN1C(=O)C(=Cc2cc(C(C)(C)C)c(O)c(C(C)(C)C)c2)Sc2ccccc21. Reaction SMILES: [Br:28][CH2:29][C:30](=[O:31])[O:32][CH2:33][CH3:34].[C:1]([CH3:2])([CH3:3])([CH3:4])[c:5]1[cH:6][c:7]([CH:8]=[C:9]2[S:10][c:11]3[c:12]([cH:16][cH:17][cH:18][cH:19]3)[NH:13][C:14]2=[O:15])[cH:20][c:21]([C:24]([CH3:25])([CH3:26])[CH3:27])[c:22]1[OH:23].[CH2:42]([Li:43])[CH2:44][CH2:45][CH3:46].[CH3:47][CH2:48][CH2:49][CH2:50][CH2:51][CH3:52].[Cl-:35].[NH4+:36].[O:37]1[CH2:38][CH2:39][CH2:40][CH2:41]1>>[C:1]([CH3:2])([CH3:3])([CH3:4])[c:5]1[cH:6][c:7]([CH:8]=[C:9]2[S:10][c:11]3[c:12]([cH:16][cH:17][cH:18][cH:19]3)[N:13]([CH2:29][C:30](=[O:31])[O:32][CH2:33][CH3:34])[C:14]2=[O:15])[cH:20][c:21]([C:24]([CH3:25])([CH3:26])[CH3:27])[c:22]1[OH:23].